Dataset: the Open Reaction Database (ORD), a public repository of structured organic reaction records. Task: describe an organic reaction: reactants, conditions, products, and yield Procedure: To a 2 molar solution of dimsyl sodium in dimethylsulfoxide (365 ml.), cooled to 10° C., was added a solution of 65 g. of N-(4-methoxyphenyl)isatoic anhydride in 150 ml. dimethylsulfoxide with stirring and stirring was continued 30 minutes at room temperature and 1 hour at 50° C. The reaction mixture was poured onto 1200 g. of ice, 70 ml. of concentrated hydrochloric acid was added, and the mixture was extrated with methylene dichloride. The extract was washed with water, dried (MgSO4), and conc... Solvent: CS(=O)C (dimethylsulfoxide), CS(=O)C (dimethylsulfoxide). The reactants are Cl (hydrochloric acid), solution, [Na+].CS(=O)[CH2-] (dimsyl sodium), COC1=CC=C(C=C1)N1C=2C(C(=O)OC1=O)=CC=CC2 (N-(4-methoxyphenyl)isatoic anhydride), C(Cl)Cl (methylene dichloride). Run at time 1 hour. The product is CS(=O)CC(=O)C1=C(C=CC=C1)NC1=CC=C(C=C1)OC (2-(Methylsulfinyl)-2'-(4-methoxyanilino)acetophenone). As a reaction SMILES: [Na+].[CH3:2][S:3]([CH2-:5])=[O:4].[CH3:6][O:7][C:8]1[CH:13]=[CH:12][C:11]([N:14]2C(=O)O[C:17](=[O:18])[C:16]3=[CH:22][CH:23]=[CH:24][CH:25]=[C:15]23)=[CH:10][CH:9]=1.Cl.C(Cl)Cl>CS(C)=O>[CH3:2][S:3]([CH2:5][C:17]([C:16]1[CH:22]=[CH:23][CH:24]=[CH:25][C:15]=1[NH:14][C:11]1[CH:12]=[CH:13][C:8]([O:7][CH3:6])=[CH:9][CH:10]=1)=[O:18])=[O:4] |f:0.1|. Product: CC(C#C[Se]c1cc2c(cc1C)C(C)(C)CCC2(C)C)=CC(=O)O. RXN SMILES: [CH2:29]1[O:30][CH2:31][CH2:32][CH2:33]1.[CH3:1][C:2](=[CH:3][C:4](=[O:5])[O:6][CH2:7][CH3:8])[C:9]#[C:10][Se:11][c:12]1[cH:13][c:14]2[c:19]([cH:20][c:21]1[CH3:22])[C:18]([CH3:23])([CH3:24])[CH2:17][CH2:16][C:15]2([CH3:25])[CH3:26].[Li+:28].[OH-:27]>>[CH3:1][C:2](=[CH:3][C:4](=[O:5])[OH:6])[C:9]#[C:10][Se:11][c:12]1[cH:13][c:14]2[c:19]([cH:20][c:21]1[CH3:22])[C:18]([CH3:23])([CH3:24])[CH2:17][CH2:16][C:15]2([CH3:25])[CH3:26]. The reactants are C1CCOC1, CCOC(=O)C=C(C)C#C[Se]c1cc2c(cc1C)C(C)(C)CCC2(C)C, [Li+], [OH-].